From a dataset of the Open Reaction Database (ORD), a public repository of structured organic reaction records. describe an organic reaction: reactants, conditions, products, and yield The reactants are CO (MeOH), [N+](=O)([O-])C=1C=C(C(=O)Cl)C=C(C1)[N+](=O)[O-] (3,5-dinitrobenzoyl chloride), OCCCCCCOC1=C(C=C(C=C1)/C=C/C(=O)[O-])OC ((2E)-3-{4-[(6-hydroxyhexyl)oxy]-3-methoxyphenyl}prop-2-enoate), N1=CC=CC=C1 (pyridine). Reagents/catalysts: CN(C1=CC=NC=C1)C (4-dimethylaminopyridine), CN(C)C=O (DMF). The solvent is C1(=CC=CC=C1)C (toluene). Conditions: time 96 hour. The product is [N+](=O)([O-])C=1C=C(C(=O)OCCCCCCOC2=C(C=C(C=C2)\C=C\C(=O)OC)OC)C=C(C1)[N+](=O)[O-] (6-{2-methoxy-4-[(1E)-3-methoxy-3-oxoprop-1-enyl]phenoxy}hexyl 3,5-dinitrobenzoate). Yield: 63.8%. RXN SMILES: [N+:1]([C:4]1[CH:5]=[C:6]([CH:10]=[C:11]([N+:13]([O-:15])=[O:14])[CH:12]=1)[C:7](Cl)=[O:8])([O-:3])=[O:2].[OH:16][CH2:17][CH2:18][CH2:19][CH2:20][CH2:21][CH2:22][O:23][C:24]1[CH:29]=[CH:28][C:27](/[CH:30]=[CH:31]/[C:32]([O-:34])=[O:33])=[CH:26][C:25]=1[O:35][CH3:36].N1C=CC=C[CH:38]=1.CO>C1(C)C=CC=CC=1.CN(C=O)C.CN(C)C1C=CN=CC=1>[N+:1]([C:4]1[CH:5]=[C:6]([CH:10]=[C:11]([N+:13]([O-:15])=[O:14])[CH:12]=1)[C:7]([O:16][CH2:17][CH2:18][CH2:19][CH2:20][CH2:21][CH2:22][O:23][C:24]1[CH:29]=[CH:28][C:27](/[CH:30]=[CH:31]/[C:32]([O:34][CH3:38])=[O:33])=[CH:26][C:25]=1[O:35][CH3:36])=[O:8])([O-:3])=[O:2]. Procedure: 17.9 g (78 mmol) of 3,5-dinitrobenzoyl chloride are dissolved in 147 mL of toluene and 20 drops of DMF were incorporated. 24 g (78 mmol) of (2E)-3-{4-[(6-hydroxyhexyl)oxy]-3-methoxyphenyl}prop-2-enoate, 0.475 g (4 mmol) of 4-dimethylaminopyridine and 9.23 g (117 mmol) of pyridine are added. The mixture is stirred at room temperature for 96 hours. The solution is then heated up to 60° C. and 58 ml of MeOH are added. The suspension is stirred at room temperature for 1 hour and at 0° C. for 1 hour.... Starting materials: CC(C)=O, CI, CC1NC(=S)Nc2ccccc21. Product: CSC1=Nc2ccccc2C(C)N1, I. RXN SMILES: [CH3:15][C:16](=[O:17])[CH3:18].[CH3:1][I:2].[CH3:3][CH:4]1[NH:5][C:6](=[S:14])[NH:7][c:8]2[cH:9][cH:10][cH:11][cH:12][c:13]21>>[CH3:1][S:14][C:6]1=[N:7][c:8]2[cH:9][cH:10][cH:11][cH:12][c:13]2[CH:4]([CH3:3])[NH:5]1.[IH:2]. Starting materials: CC(=O)O, CCOC(=O)c1cn(-c2cc(C(=O)Nc3cc(C(C)(C)C)cc(NS(C)(=O)=O)c3OC)ccc2C)cn1, CO, O. Product: COc1c(NC(=O)c2ccc(C)c(-n3cnc(C(=O)O)c3)c2)cc(C(C)(C)C)cc1NS(C)(=O)=O. RXN SMILES: [C:38]([OH:39])(=[O:40])[CH3:41].[CH2:1]([CH3:2])[O:3][C:4](=[O:5])[c:6]1[n:7][cH:8][n:9](-[c:11]2[c:12]([CH3:37])[cH:13][cH:14][c:15]([C:17]([NH:18][c:19]3[c:20]([O:34][CH3:35])[c:21]([NH:29][S:30](=[O:31])(=[O:32])[CH3:33])[cH:22][c:23]([C:25]([CH3:26])([CH3:27])[CH3:28])[cH:24]3)=[O:36])[cH:16]2)[cH:10]1.[CH3:42][OH:43].[OH2:44]>>[O:3]=[C:4]([OH:5])[c:6]1[n:7][cH:8][n:9](-[c:11]2[c:12]([CH3:37])[cH:13][cH:14][c:15]([C:17]([NH:18][c:19]3[c:20]([O:34][CH3:35])[c:21]([NH:29][S:30](=[O:31])(=[O:32])[CH3:33])[cH:22][c:23]([C:25]([CH3:26])([CH3:27])[CH3:28])[cH:24]3)=[O:36])[cH:16]2)[cH:10]1. The reactants are BrC1=CC(=C(C=C1)NS(=O)(=O)C1=C(C2=C(S1)C=CC(=C2)F)C)C(F)(F)F (5-fluoro-3-methyl-benzo[b]thiophene-2-sulfonic acid(4-bromo-2-trifluoromethyl-phenyl)-amide), N1=CC=C(C=C1)B(O)O (4-pyridineboronic acid). Run in COCCOC (1,2-dimethoxyethane), C(C)O (ethanol), C([O-])([O-])=O.[Na+].[Na+] (sodium carbonate). Run at temperature 80 celsius, time 3 hour. Product: N1=CC=C(C=C1)C1=CC(=C(C=C1)NS(=O)(=O)C1=C(C2=C(S1)C=CC(=C2)F)C)C(F)(F)F (5-Fluoro-3-methyl-benzo[b]thiophene-2-sulfonic acid(4-pyridin-4-yl-2-trifluoromethyl-phenyl)-amide). Yield: 70.3%. As a reaction SMILES: Br[C:2]1[CH:7]=[CH:6][C:5]([NH:8][S:9]([C:12]2[S:16][C:15]3[CH:17]=[CH:18][C:19]([F:21])=[CH:20][C:14]=3[C:13]=2[CH3:22])(=[O:11])=[O:10])=[C:4]([C:23]([F:26])([F:25])[F:24])[CH:3]=1.[N:27]1[CH:32]=[CH:31][C:30](B(O)O)=[CH:29][CH:28]=1>COCCOC.C(O)C.C(=O)([O-])[O-].[Na+].[Na+]>[N:27]1[CH:32]=[CH:31][C:30]([C:2]2[CH:7]=[CH:6][C:5]([NH:8][S:9]([C:12]3[S:16][C:15]4[CH:17]=[CH:18][C:19]([F:21])=[CH:20][C:14]=4[C:13]=3[CH3:22])(=[O:10])=[O:11])=[C:4]([C:23]([F:26])([F:24])[F:25])[CH:3]=2)=[CH:29][CH:28]=1 |f:4.5.6|. Procedure: A suspension of 5-fluoro-3-methyl-benzo[b]thiophene-2-sulfonic acid(4-bromo-2-trifluoromethyl-phenyl)-amide (0.5 g) and 4-pyridineboronic acid (0.197 g) in 1,2-dimethoxyethane (6 ml), ethanol (2 ml) and 2 M aqueous sodium carbonate solution (4.0 ml) was degassed 3-4 times to remove oxygen, then tetrakis(triphenylphosphine)palladium (0.065 g) was added. The reaction mixture was stirred at 80° C. for 3 h, quenched with ice/water, and extracted with ethyl acetate. The organic layers were washed, dr... Starting materials: ClC1=CC=C(C=C1)SCCCNC(OC(C)(C)C)=O (tert-Butyl 3-[(4-chlorophenyl)thio]propylcarbamate), ClC=1C=C(C(=O)OO)C=CC1 (3-chloroperoxybenzoic acid), C1=CC(=CC(=C1)Cl)C(=O)OO (MCPBA). Solvent: CCOC(=O)C (EtOAc), ClCCl (dichloromethane). Reaction conditions: time 30 minute. Product: ClC1=CC=C(C=C1)S(=O)CCCNC(OC(C)(C)C)=O (tert-Butyl 3-[(4-chlorophenyl)sulfinyl]propylcarbamate). As a reaction SMILES: [Cl:1][C:2]1[CH:7]=[CH:6][C:5]([S:8][CH2:9][CH2:10][CH2:11][NH:12][C:13](=[O:19])[O:14][C:15]([CH3:18])([CH3:17])[CH3:16])=[CH:4][CH:3]=1.ClC1C=C(C=CC=1)C(OO)=[O:25]>ClCCl.CCOC(C)=O>[Cl:1][C:2]1[CH:3]=[CH:4][C:5]([S:8]([CH2:9][CH2:10][CH2:11][NH:12][C:13](=[O:19])[O:14][C:15]([CH3:16])([CH3:18])[CH3:17])=[O:25])=[CH:6][CH:7]=1. Reported procedure: The product from Example 70 Step B (70 mg) was stirred in 2 mL of dichloromethane with 3-chloroperoxybenzoic acid (MCPBA) (40 mg) for 1 hour at 0° C. An additional 5 mg of MCPBA was added and the reaction stirred 30 minutes more, then diluted with EtOAc and washed with saturated NaHCO3 and brine. The solution was dried over Na2SO4 and concentrated in vacuo to give the titled compound. ESI+ MS: 218 [MH-Boc]+. Reactants: CCCC[N+](CCCC)(CCCC)CCCC, Cc1ccccc1, S=C(S)SCc1ccc(Cl)cc1, SCc1ccc(Cl)cc1, [K+], [K], [OH-], O, S=C=S, O=S(=O)([O-])O. The product is S=C([S-])SCc1ccc(Cl)cc1, [K+]. As a reaction SMILES: [CH2:33]([N+:34]([CH2:35][CH2:36][CH2:37][CH3:38])([CH2:39][CH2:40][CH2:41][CH3:42])[CH2:43][CH2:44][CH2:45][CH3:46])[CH2:47][CH2:48][CH3:49].[CH3:51][c:52]1[cH:53][cH:54][cH:55][cH:56][cH:57]1.[Cl:16][c:17]1[cH:18][cH:19][c:20]([CH2:21][S:22][C:23]([SH:24])=[S:25])[cH:26][cH:27]1.[Cl:3][c:4]1[cH:5][cH:6][c:7]([CH2:8][SH:9])[cH:10][cH:11]1.[K+:2].[K:15].[OH-:1].[OH2:50].[S:12]=[C:13]=[S:14].[S:28](=[O:29])(=[O:30])([OH:31])[O-:32]>>[Cl:16][c:17]1[cH:18][cH:19][c:20]([CH2:21][S:22][C:23](=[S:24])[S-:25])[cH:26][cH:27]1.[K+:2].